Dataset: the Open Reaction Database (ORD), a public repository of structured organic reaction records. Task: describe an organic reaction: reactants, conditions, products, and yield Reactants: CCc1c(C=O)cccc1-c1cnc(-c2ccc(OC(C)C)c(C#N)c2)s1, CC(=O)O, CC(=O)[O-], CCO, CCOC(=O)C1CCNCC1, [Na+]. Reaction SMILES: [CH2:1]([CH3:2])[c:3]1[c:4](-[c:11]2[cH:12][n:13][c:14](-[c:16]3[cH:17][cH:18][c:19]([O:24][CH:25]([CH3:26])[CH3:27])[c:20]([C:21]#[N:22])[cH:23]3)[s:15]2)[cH:5][cH:6][cH:7][c:8]1[CH:9]=[O:10].[CH3:28][C:29](=[O:30])[OH:31].[CH3:33][C:34](=[O:35])[O-:36].[CH3:48][CH2:49][OH:50].[NH:37]1[CH2:38][CH2:39][CH:40]([C:43](=[O:44])[O:45][CH2:46][CH3:47])[CH2:41][CH2:42]1.[Na+:32]>>[CH2:1]([CH3:2])[c:3]1[c:4](-[c:11]2[cH:12][n:13][c:14](-[c:16]3[cH:17][cH:18][c:19]([O:24][CH:25]([CH3:26])[CH3:27])[c:20]([C:21]#[N:22])[cH:23]3)[s:15]2)[cH:5][cH:6][cH:7][c:8]1[CH2:9][N:37]1[CH2:38][CH2:39][CH:40]([C:43](=[O:44])[O:45][CH2:46][CH3:47])[CH2:41][CH2:42]1. Product: CCOC(=O)C1CCN(Cc2cccc(-c3cnc(-c4ccc(OC(C)C)c(C#N)c4)s3)c2CC)CC1. As a reaction SMILES: [C:1](=[O:4])([O-])[O-].[K+].[K+].[OH:7][C:8]1[C:21]2[C:20](=[O:22])[C:19]3[CH:18]=[C:17]4[CH:23]=[CH:24][CH:25]=[CH:26][C:16]4=[CH:15][C:14]=3[NH:13][C:12]=2[CH:11]=[C:10](O)[CH:9]=1.[I-].[K+]>CN(C)C=O>[OH:7][C:8]1[CH:9]=[C:1]2[O:4][C:16]([CH3:26])([CH3:17])[CH:15]=[CH:10][C:11]2=[C:12]2[C:21]=1[C:20](=[O:22])[C:19]1[CH:18]=[C:17]3[CH:23]=[CH:24][CH:25]=[CH:26][C:16]3=[CH:15][C:14]=1[NH:13]2 |f:0.1.2,4.5|. Reported procedure: 2 g of anhydrous potassium carbonate are added to a solution of 2 g of the product of Step A in 50 ml of anhydrous dimethylformamide, under an inert atmosphere. After stirring for 15 minutes at 65° C., 2.4 g of anhydrous potassium iodide and 4.4 g of 3-chloro-3-nmethyl-1-butyne are added and the reaction mixture is maintained at 65° C. for 24 hours and then at 130° C. for 1 hour 30 minutes. After cooling, the solution is hydrolysed and then extracted with dichloromethane. The combined organic ph... Yield: 88.8%. Run at temperature 65 celsius, time 15 minute. Product: OC=1C=C2C(=C3NC=4C=C5C(=CC4C(C13)=O)C=CC=C5)C=CC(O2)(C)C (6-Hydroxy-3,3-dimethyl-7,14-dihydro-3H-benzo[b]pyrano[3,2-h]acridin-7-one). Reactants: C([O-])([O-])=O.[K+].[K+] (potassium carbonate), OC1=CC(=CC=2NC=3C=C4C(=CC3C(C12)=O)C=CC=C4)O (1,3-Dihydroxy-5,12-dihydro-benzo[b]acridin-12-one), [I-].[K+] (potassium iodide), 3-chloro-3-nmethyl-1-butyne. Solvent: CN(C=O)C (dimethylformamide). Starting materials: NC1=C(C=C(C=C1)Cl)C(=O)C=1C=NC=CC1 ((2-Amino-5-chloro-phenyl)-pyridin-3-yl-methanone), CC(C)(C=1OC=CN1)C1=CC=C(C=C1)S(=O)(=O)Cl (4-(1-methyl-1-oxazol-2-yl-ethyl)-benzenesulfonyl chloride), N-aryl-benzenesulfonamides. Product: ClC1=CC(=C(C=C1)NS(=O)(=O)C1=CC=C(C=C1)C(C)(C=1OC=CN1)C)C(=O)C=1C=NC=CC1 (N-[4-Chloro-2-(pyridine-3-carbonyl)-phenyl]-4-(1-methyl-1-oxazol-2-yl-ethyl)-benzenesulfonamide). As a reaction SMILES: [NH2:1][C:2]1[CH:7]=[CH:6][C:5]([Cl:8])=[CH:4][C:3]=1[C:9]([C:11]1[CH:12]=[N:13][CH:14]=[CH:15][CH:16]=1)=[O:10].[CH3:17][C:18]([C:25]1[CH:30]=[CH:29][C:28]([S:31](Cl)(=[O:33])=[O:32])=[CH:27][CH:26]=1)([C:20]1[O:21][CH:22]=[CH:23][N:24]=1)[CH3:19]>>[Cl:8][C:5]1[CH:6]=[CH:7][C:2]([NH:1][S:31]([C:28]2[CH:27]=[CH:26][C:25]([C:18]([CH3:19])([C:20]3[O:21][CH:22]=[CH:23][N:24]=3)[CH3:17])=[CH:30][CH:29]=2)(=[O:32])=[O:33])=[C:3]([C:9]([C:11]2[CH:12]=[N:13][CH:14]=[CH:15][CH:16]=2)=[O:10])[CH:4]=1. Reported procedure: The title compound was prepared from (2-Amino-5-chloro-phenyl)-pyridin-3-yl-methanone and 4-(1-methyl-1-oxazol-2-yl-ethyl)-benzenesulfonyl chloride following the general procedure described for the preparation of N-aryl-benzenesulfonamides. MS: m/z 482 (M++1). The reactants are CC1=CC2=C(N=C(S2)C(CC(C(F)(F)F)=O)=O)C=C1 (1-(6-methylbenzothiazol-2-yl)-4,4,4-trifluorobutane-1,3-dione), Cl.CS(=O)(=O)C1=CC=C(C=C1)NN (4-methylsulfonylphenylhydrazine hydrochloride). Product: CC1=CC2=C(N=C(S2)C2=CC(=NN2C2=CC=C(C=C2)S(=O)(=O)C)C(F)(F)F)C=C1 (6-methyl-2-[1-(4-methylsulfonylphenyl)-3-trifluoromethyl-1H-pyrazol-5-yl]benzothiazole). Yield: 47.0%. As a reaction SMILES: [CH3:1][C:2]1[CH:19]=[CH:18][C:5]2[N:6]=[C:7]([C:9](=O)[CH2:10][C:11](=O)[C:12]([F:15])([F:14])[F:13])[S:8][C:4]=2[CH:3]=1.Cl.[CH3:21][S:22]([C:25]1[CH:30]=[CH:29][C:28]([NH:31][NH2:32])=[CH:27][CH:26]=1)(=[O:24])=[O:23]>>[CH3:1][C:2]1[CH:19]=[CH:18][C:5]2[N:6]=[C:7]([C:9]3[N:31]([C:28]4[CH:27]=[CH:26][C:25]([S:22]([CH3:21])(=[O:24])=[O:23])=[CH:30][CH:29]=4)[N:32]=[C:11]([C:12]([F:15])([F:14])[F:13])[CH:10]=3)[S:8][C:4]=2[CH:3]=1 |f:1.2|. Reported procedure: The procedure of Example 9 was repeated using 1-(6-methylbenzothiazol-2-yl)-4,4,4-trifluorobutane-1,3-dione and 4-methylsulfonylphenylhydrazine hydrochloride as the starting materials to obtain 6-methyl-2-[1-(4-methylsulfonylphenyl)-3-trifluoromethyl-1H-pyrazol-5-yl]benzothiazole (yield, 47%). Reagents/catalysts: C1=CC=C(C=C1)P(C2=CC=CC=C2)[C]3[CH][CH][CH][CH]3.C1=CC=C(C=C1)P(C2=CC=CC=C2)[C]3[CH][CH][CH][CH]3.Cl[Pd]Cl.[Fe] (PDCL2(DPPF)). Reaction SMILES: Cl[C:2]1[CH:3]=[CH:4][C:5]2[N:6]=[CH:7][N:8]=[C:9]([NH2:12])[C:10]=2[N:11]=1.B([C:16]1[CH:17]=[C:18]([CH:22]=[C:23]([F:25])[CH:24]=1)[C:19]([OH:21])=[O:20])(O)O.C(=O)([O-])[O-].[K+].[K+]>C(#N)C.C1C=CC(P([C]2[CH][CH][CH][CH]2)C2C=CC=CC=2)=CC=1.C1C=CC(P([C]2[CH][CH][CH][CH]2)C2C=CC=CC=2)=CC=1.Cl[Pd]Cl.[Fe]>[NH2:12][C:9]1[C:10]2[N:11]=[C:2]([C:16]3[CH:17]=[C:18]([CH:22]=[C:23]([F:25])[CH:24]=3)[C:19]([OH:21])=[O:20])[CH:3]=[CH:4][C:5]=2[N:6]=[CH:7][N:8]=1 |f:2.3.4,6.7.8.9,^1:39,40,41,42,43,57,58,59,60,61|. Reported procedure: 6-chloropyrido[3,2-d]pyrimidin-4-amine (500 mg, 2.8 mmol) 3-A in acetonitrile (5 mL) was treated with 3-borono-5-fluoro-benzoic acid (CAS 269404-73-6) (560 mg, 3 mL), PDCL2(DPPF) (202 mg, 0.28 mmol) and 1 M potassium carbonate solution (8 mL). The reaction vial was purged with nitrogen, and heated to 80° C. for 1 hour. LCMS showed 100% conversion to desired product. Yellow precipitate was collected and LCMS indicated it is pure product 3-(4-aminopyrido[3,2-d]pyrimidin-6-yl)-5-fluorobenzoic acid ... Reactants: ClC=1C=CC=2N=CN=C(C2N1)N (6-chloropyrido[3,2-d]pyrimidin-4-amine), 3-A, B(O)(O)C=1C=C(C(=O)O)C=C(C1)F (3-borono-5-fluoro-benzoic acid), C([O-])([O-])=O.[K+].[K+] (potassium carbonate). Run in C(C)#N (acetonitrile). Run at temperature 80 celsius. Yields the product NC=1C2=C(N=CN1)C=CC(=N2)C=2C=C(C(=O)O)C=C(C2)F (3-(4-aminopyrido[3,2-d]pyrimidin-6-yl)-5-fluorobenzoic acid).